From a dataset of the Open Reaction Database (ORD), a public repository of structured organic reaction records. describe an organic reaction: reactants, conditions, products, and yield Starting materials: CCO, CC(C)(C)[Si](C)(C)OC1CN(C(c2ccccc2)c2ccccc2)C1, [H][H], [OH-], [OH-], [Pd+2]. The product is CC(C)(C)[Si](C)(C)OC1CNC1. As a reaction SMILES: [CH3:31][CH2:32][OH:33].[CH:1]([c:2]1[cH:3][cH:4][cH:5][cH:6][cH:7]1)([c:8]1[cH:9][cH:10][cH:11][cH:12][cH:13]1)[N:14]1[CH2:15][CH:16]([O:18][Si:19]([CH3:20])([CH3:21])[C:22]([CH3:23])([CH3:24])[CH3:25])[CH2:17]1.[H:26][H:27].[OH-:28].[OH-:30].[Pd+2:29]>>[NH:14]1[CH2:15][CH:16]([O:18][Si:19]([CH3:20])([CH3:21])[C:22]([CH3:23])([CH3:24])[CH3:25])[CH2:17]1.